This data is from the Open Reaction Database (ORD), a public repository of structured organic reaction records. The task is: describe an organic reaction: reactants, conditions, products, and yield The reactants are CC(C)O (2-Propanol), C(CCCC)C1CCC(CC1)CO ((4-Pentyl-cyclohexyl)-methanol), C([O-])([O-])=O.[K+].[K+] (potassium carbonate), I(=O)(=O)(=O)[O-].[Na+] (sodium periodate). The reagents and catalysts are [Cl-].C(C1=CC=CC=C1)[N+](CC)(CC)CC (benzyltriethylammonium chloride). Solvent: C(Cl)(Cl)Cl.O (chloroform water), [Ru](Cl)(Cl)Cl (ruthenium chloride). Reaction conditions: time 2 hour. The product is C(CCCC)C1CCC(CC1)C=O (4-Pentyl-cyclohexanecarboxaldehyde). The yield is 83.0%. RXN SMILES: [CH2:1]([CH:6]1[CH2:11][CH2:10][CH:9]([CH2:12][OH:13])[CH2:8][CH2:7]1)[CH2:2][CH2:3][CH2:4][CH3:5].C(=O)([O-])[O-].[K+].[K+].I([O-])(=O)(=O)=O.[Na+].CC(O)C>[Cl-].C([N+](CC)(CC)CC)C1C=CC=CC=1.C(Cl)(Cl)Cl.O.[Ru](Cl)(Cl)Cl>[CH2:1]([CH:6]1[CH2:7][CH2:8][CH:9]([CH:12]=[O:13])[CH2:10][CH2:11]1)[CH2:2][CH2:3][CH2:4][CH3:5] |f:1.2.3,4.5,7.8,9.10|. Procedure: To a slurry of (4-pentyl-cyclohexyl)-methanol (21) (1 equi.), benzyltriethylammonium chloride (0.05 equi.), potassium carbonate (0.15 equi.), and sodium periodate (1.5 equi.) in chloroform-water (1:1) (2 mL/mmole), ruthenium chloride (0.03 equi.) was added at room temperature. The reaction mixture was stirred at 60 C for 2 h. 2-Propanol (0.3 equi.) was added and the reaction mixture was stirred for another 30 min at 60 C, cooled to room temperature, filtered through celite, extracted with dichlo... Reaction SMILES: [C:1]([CH3:2])([CH3:3])([CH3:4])[O:5][C:6](=[O:7])[N:8]1[CH2:9][CH2:10][N:11]([c:14]2[n:15][cH:16][c:17]([Br:20])[cH:18][n:19]2)[CH2:12][CH2:13]1.[CH3:39][O:40][CH2:41][CH2:42][O:43][CH3:44].[K+:36].[K+:37].[K+:38].[OH2:45].[OH:21][B:22]([OH:23])[c:24]1[cH:25][cH:26][c:27]([F:28])[cH:29][cH:30]1.[P:31]([O-:32])([O-:33])([O-:34])=[O:35].[cH:46]1[cH:47][cH:48][c:49]([P:50]([Pd:51]([P:52]([c:53]2[cH:54][cH:55][cH:56][cH:57][cH:58]2)([c:59]2[cH:60][cH:61][cH:62][cH:63][cH:64]2)[c:65]2[cH:66][cH:67][cH:68][cH:69][cH:70]2)([P:71]([c:72]2[cH:73][cH:74][cH:75][cH:76][cH:77]2)([c:78]2[cH:79][cH:80][cH:81][cH:82][cH:83]2)[c:84]2[cH:85][cH:86][cH:87][cH:88][cH:89]2)[P:90]([c:91]2[cH:92][cH:93][cH:94][cH:95][cH:96]2)([c:97]2[cH:98][cH:99][cH:100][cH:101][cH:102]2)[c:103]2[cH:104][cH:105][cH:106][cH:107][cH:108]2)([c:109]2[cH:110][cH:111][cH:112][cH:113][cH:114]2)[c:115]2[cH:116][cH:117][cH:118][cH:119][cH:120]2)[cH:121][cH:122]1>>[C:1]([CH3:2])([CH3:3])([CH3:4])[O:5][C:6](=[O:7])[N:8]1[CH2:9][CH2:10][N:11]([c:14]2[n:15][cH:16][c:17](-[c:24]3[cH:25][cH:26][c:27]([F:28])[cH:29][cH:30]3)[cH:18][n:19]2)[CH2:12][CH2:13]1. Yields the product CC(C)(C)OC(=O)N1CCN(c2ncc(-c3ccc(F)cc3)cn2)CC1. Reactants: CC(C)(C)OC(=O)N1CCN(c2ncc(Br)cn2)CC1, COCCOC, [K+], [K+], [K+], O, OB(O)c1ccc(F)cc1, O=P([O-])([O-])[O-], c1ccc(P(c2ccccc2)(c2ccccc2)[Pd](P(c2ccccc2)(c2ccccc2)c2ccccc2)(P(c2ccccc2)(c2ccccc2)c2ccccc2)P(c2ccccc2)(c2ccccc2)c2ccccc2)cc1. Starting materials: CCCCCN, CO, O=Cc1ccccc1. Product: CCCCCN=Cc1ccccc1. Reaction SMILES: [CH2:1]([CH2:2][CH2:3][CH2:4][CH3:5])[NH2:6].[CH3:15][OH:16].[CH:7](=[O:8])[c:9]1[cH:10][cH:11][cH:12][cH:13][cH:14]1>>[CH2:1]([CH2:2][CH2:3][CH2:4][CH3:5])[N:6]=[CH:7][c:9]1[cH:10][cH:11][cH:12][cH:13][cH:14]1. As a reaction SMILES: [F:1][C:2]1[CH:3]=[C:4]2[C:8](=[C:9]([CH2:11][S:12][CH3:13])[CH:10]=1)[NH:7][CH:6]=[CH:5]2.[F:14][C:15]1[CH:20]=[CH:19][C:18]([CH:21]([C:23]2[CH:28]=[CH:27][C:26]([F:29])=[CH:25][CH:24]=2)O)=[C:17]([CH3:30])[CH:16]=1.FC1C=CC(C(C2C=CC(F)=CC=2)C2C3C(=C(CSC)C=CC=3)NC=2)=CC=1>>[F:1][C:2]1[CH:3]=[C:4]2[C:8](=[C:9]([CH2:11][S:12][CH3:13])[CH:10]=1)[NH:7][CH:6]=[C:5]2[CH:21]([C:18]1[CH:19]=[CH:20][C:15]([F:14])=[CH:16][C:17]=1[CH3:30])[C:23]1[CH:28]=[CH:27][C:26]([F:29])=[CH:25][CH:24]=1. Reported procedure: The title compound was prepared starting from 500 mg (2.56 mmol) of the compound from Example 11A and 733 mg (2.56 mmol) of the compound from Example 82A in analogy to the synthesis of the compound from Example 278. A difference was that stirring at 80° C. was for only 4 h. 428 mg (39% of theory) of the target compound were obtained. Product: FC=1C=C2C(=CNC2=C(C1)CSC)C(C1=CC=C(C=C1)F)C1=C(C=C(C=C1)F)C (5-Fluoro-3-[(4-fluoro-2-methylphenyl)(4-fluorophenyl)methyl]-7-[(methylsulfanyl)methyl]-1H-indole). The reactants are FC=1C=C2C=CNC2=C(C1)CSC (5-Fluoro-7-[(methylsulfanyl)methyl]-1H-indole), FC1=CC(=C(C=C1)C(O)C1=CC=C(C=C1)F)C ((4-Fluoro-2-methylphenyl)(4-fluorophenyl)methanol), FC1=CC=C(C=C1)C(C1=CNC2=C(C=CC=C12)CSC)C1=CC=C(C=C1)F (3-[Bis(4-fluorophenyl)methyl]-7-[(methylsulfanyl)methyl]-1H-indole). Reaction conditions: temperature 80 celsius, time 4 hour. Reactants: IC1=C(N(C(=N1)C1=CC(=CC=C1)OC(F)(F)F)C)C(=O)N1CCC(CC1)N1CCCC1 ([5-iodo-3-methyl-2-(3-trifluoromethoxy-phenyl)-3H-imidazol-4-yl]-(4-pyrrolidin-1-yl-piperidin-1-yl)-methanone), C[Si](C)(C)C#C (trimethylsilylacetylene). Product: CN1C(=NC(=C1C(=O)N1CCC(CC1)N1CCCC1)C#C[Si](C)(C)C)C1=CC(=CC=C1)OC(F)(F)F ([3-Methyl-2-(3-trifluoromethoxy-phenyl)-5-trimethylsilanylethynyl-3H-imidazol-4-yl]-(4-pyrrolidin-1-yl-piperidin-1-yl)-methanone). As a reaction SMILES: I[C:2]1[N:6]=[C:5]([C:7]2[CH:12]=[CH:11][CH:10]=[C:9]([O:13][C:14]([F:17])([F:16])[F:15])[CH:8]=2)[N:4]([CH3:18])[C:3]=1[C:19]([N:21]1[CH2:26][CH2:25][CH:24]([N:27]2[CH2:31][CH2:30][CH2:29][CH2:28]2)[CH2:23][CH2:22]1)=[O:20].[CH3:32][Si:33]([C:36]#[CH:37])([CH3:35])[CH3:34]>>[CH3:18][N:4]1[C:3]([C:19]([N:21]2[CH2:26][CH2:25][CH:24]([N:27]3[CH2:31][CH2:30][CH2:29][CH2:28]3)[CH2:23][CH2:22]2)=[O:20])=[C:2]([C:37]#[C:36][Si:33]([CH3:35])([CH3:34])[CH3:32])[N:6]=[C:5]1[C:7]1[CH:12]=[CH:11][CH:10]=[C:9]([O:13][C:14]([F:17])([F:16])[F:15])[CH:8]=1. Reported procedure: In analogy to the procedure described for example 12, [5-iodo-3-methyl-2-(3-trifluoromethoxy-phenyl)-3H-imidazol-4-yl]-(4-pyrrolidin-1-yl-piperidin-1-yl)-methanone (example 19) was reacted with trimethylsilylacetylene to give the title compound as dark brown gum. MS: 519.2 (MH+). Reaction SMILES: Br[CH2:2][CH2:3][O:4][CH3:5].[OH:6][C@@H:7]1[CH2:11][CH2:10][N:9]([C:12]([C:14]2[S:22][C:21]3[C:16](=[N:17][CH:18]=[CH:19][C:20]=3[Cl:23])[CH:15]=2)=[O:13])[CH2:8]1>>[Cl:23][C:20]1[CH:19]=[CH:18][N:17]=[C:16]2[CH:15]=[C:14]([C:12]([N:9]3[CH2:10][CH2:11][C@H:7]([O:6][CH2:2][CH2:3][O:4][CH3:5])[CH2:8]3)=[O:13])[S:22][C:21]=12. Product: ClC1=C2C(=NC=C1)C=C(S2)C(=O)N2C[C@H](CC2)OCCOC ((3S)-(7-Chloro-thieno[3,2-b]pyridin-2-yl)-[3-(2-methoxy-ethoxy)-pyrrolidin-1-yl]-methanone). Reported procedure: The title compound was prepared from 1-bromo-2-methoxy-ethane and (3R)-(3-hydroxy-pyrrolidin-1-yl)-[7-chloro-thieno[3,2-b]pyridin-2-yl]-methanone by a procedure analogous to Example 67B. MS: 341.2/343.2 (MH+); HPLC Rf: 4.236 min.; HPLC purity: 77%. The reactants are BrCCOC (1-bromo-2-methoxy-ethane), O[C@H]1CN(CC1)C(=O)C1=CC2=NC=CC(=C2S1)Cl ((3R)-(3-hydroxy-pyrrolidin-1-yl)-[7-chloro-thieno[3,2-b]pyridin-2-yl]-methanone).